This data is from the Open Reaction Database (ORD), a public repository of structured organic reaction records. The task is: describe an organic reaction: reactants, conditions, products, and yield Reactants: [Si](C)(C)(C(C)(C)C)Cl (t-Butyldimethylsilyl chloride), N1C=NC=C1 (Imidazole), C(C)(=O)OC1CC2=CC[C@H]3[C@@H]4CC[C@H](C(C)O)[C@]4(CC[C@@H]3[C@]2(CC1)C)C (3-Acetoxy-pregn-5-en-20-ol), C(C)(=O)OC1CC2=CC[C@H]3[C@@H]4CC[C@H](C(C)O)[C@]4(CC[C@@H]3[C@]2(CC1)C)C (3-Acetoxy-pregn-5-en-20-ol). Solvent: CN(C=O)C (dimethylformamide). Reaction conditions: time 3 day. Yields the product C(C)(=O)OC1CC2=CC[C@H]3[C@@H]4CC[C@H](C(C)O[Si](C)(C)C(C)(C)C)[C@]4(CC[C@@H]3[C@]2(CC1)C)C (3-Acetoxy-20-tert-butyldimethylsilyloxy-pregn-5-ene). Reaction SMILES: N1C=CN=C1.[C:6]([O:9][CH:10]1[CH2:29][CH2:28][C@@:27]2([CH3:30])[C:12](=[CH:13][CH2:14][C@@H:15]3[C@@H:26]2[CH2:25][CH2:24][C@@:23]2([CH3:31])[C@H:16]3[CH2:17][CH2:18][C@@H:19]2[CH:20]([OH:22])[CH3:21])[CH2:11]1)(=[O:8])[CH3:7].[Si:32](Cl)([C:35]([CH3:38])([CH3:37])[CH3:36])([CH3:34])[CH3:33]>CN(C)C=O>[C:6]([O:9][CH:10]1[CH2:29][CH2:28][C@@:27]2([CH3:30])[C:12](=[CH:13][CH2:14][C@@H:15]3[C@@H:26]2[CH2:25][CH2:24][C@@:23]2([CH3:31])[C@H:16]3[CH2:17][CH2:18][C@@H:19]2[CH:20]([O:22][Si:32]([C:35]([CH3:38])([CH3:37])[CH3:36])([CH3:34])[CH3:33])[CH3:21])[CH2:11]1)(=[O:8])[CH3:7]. Procedure: Imidazole (203.7 gm, 2.28 mol) was added to a stirred suspension of 3-acetoxy-pregn-5-en-20-ol (361 gm, 1 mol, product of Step 1) in dimethylformamide (3.7 L). t-Butyldimethylsilyl chloride (228.9 mg, 1.52 mol) was added over a 10-15 min period. The mixture was stirred at room temperature for 3 days. The dimethylformamide was removed by decantation and methanol (50 mL) was added to it. Water (4 L) was added and the solution extracted with ethyl acetate (2×4 L). The precipitate remaining behind a... Starting materials: ClC(=CC1=CC=C(CBr)C=C1)Cl (4-(2,2-dichloroethenyl)-benzyl bromide), C(C)(C)(C)N1N=CC(=C(C1=O)Cl)S (2-tert.-butyl-4-chloro-5-mercapto-3(2H)-pyridazinone), C([O-])([O-])=O.[K+].[K+] (potassium carbonate). The solvent is CN(C=O)C (dimethylformamide). The product is C(C)(C)(C)N1N=CC(=C(C1=O)Cl)SCC1=CC=C(C=C1)C=C(Cl)Cl (2-tert.-butyl-4-chloro-5-[4-(2,2-dichloroethenyl)-benzylthio]-3(2H)-pyridazinone). RXN SMILES: [Cl:1][C:2]([Cl:12])=[CH:3][C:4]1[CH:11]=[CH:10][C:7]([CH2:8]Br)=[CH:6][CH:5]=1.[C:13]([N:17]1[C:22](=[O:23])[C:21]([Cl:24])=[C:20]([SH:25])[CH:19]=[N:18]1)([CH3:16])([CH3:15])[CH3:14].C(=O)([O-])[O-].[K+].[K+]>CN(C)C=O>[C:13]([N:17]1[C:22](=[O:23])[C:21]([Cl:24])=[C:20]([S:25][CH2:8][C:7]2[CH:10]=[CH:11][C:4]([CH:3]=[C:2]([Cl:12])[Cl:1])=[CH:5][CH:6]=2)[CH:19]=[N:18]1)([CH3:16])([CH3:14])[CH3:15] |f:2.3.4|. Reported procedure: 1.2 g of 4-(2,2-dichloroethenyl)-benzyl bromide and 0.8 g of 2-tert.-butyl-4-chloro-5-mercapto-3(2H)-pyridazinone are added to a suspension of 0.7 g of potassium carbonate in 10 cc of dimethylformamide.